The task is: describe an organic reaction: reactants, conditions, products, and yield. This data is from the Open Reaction Database (ORD), a public repository of structured organic reaction records. Starting materials: N1=CC(=CC=C1)NC(OCC(Cl)(Cl)Cl)=O (2,2,2-trichloroethyl pyridin-3-ylcarbamate), C1(=CC=CC=C1)C1=CC(=NC=C1)N1CCNCC1 (1-(4-phenylpyridin-2-yl)piperazine), C(C)(C)N(CC)C(C)C (diisopropylethylamine), CS(=O)C (dimethylsulfoxide). Run in O (water). Product: C1(=CC=CC=C1)C1=CC(=NC=C1)N1CCN(CC1)C(=O)NC=1C=NC=CC1 (4-(4-Phenylpyridin-2-yl)-N-pyridin-3-ylpiperazine-1-carboxamide). RXN SMILES: [N:1]1[CH:6]=[CH:5][CH:4]=[C:3]([NH:7][C:8](=[O:15])OCC(Cl)(Cl)Cl)[CH:2]=1.[C:16]1([C:22]2[CH:27]=[CH:26][N:25]=[C:24]([N:28]3[CH2:33][CH2:32][NH:31][CH2:30][CH2:29]3)[CH:23]=2)[CH:21]=[CH:20][CH:19]=[CH:18][CH:17]=1.C(N(C(C)C)CC)(C)C.CS(C)=O>O>[C:16]1([C:22]2[CH:27]=[CH:26][N:25]=[C:24]([N:28]3[CH2:33][CH2:32][N:31]([C:8]([NH:7][C:3]4[CH:2]=[N:1][CH:6]=[CH:5][CH:4]=4)=[O:15])[CH2:30][CH2:29]3)[CH:23]=2)[CH:17]=[CH:18][CH:19]=[CH:20][CH:21]=1. Procedure details: A solution of 2,2,2-trichloroethyl pyridin-3-ylcarbamate (113 mg, 0.418 mmol), 1-(4-phenylpyridin-2-yl)piperazine (100 mg, 0.418 mmol), diisopropylethylamine (0.146 ml, 0.836 mmol) and dimethylsulfoxide (2 ml) was stirred at 70° C. for 12 hours, then the reaction solution was poured into water, and extracted with ethyl acetate. The extract was washed with water, and dried over anhydrous magnesium sulfate. The solvent was distilled away under reduce pressure, and the residue was purified by basic...